Dataset: the Open Reaction Database (ORD), a public repository of structured organic reaction records. Task: describe an organic reaction: reactants, conditions, products, and yield The reactants are CCOC(=O)C(=O)OCC, CC[O-], CCO, [H-], [Na+], [Na+], CC(=O)CC(C)c1ccccc1. Yields the product CCOC(=O)C(=O)CC(=O)CC(C)c1ccccc1. As a reaction SMILES: [CH2:15]([CH3:16])[O:17][C:18]([C:19](=[O:20])[O:21][CH2:22][CH3:23])=[O:24].[CH3:25][CH2:26][O-:27].[CH3:29][CH2:30][OH:31].[H-:1].[Na+:28].[Na+:2].[c:3]1([CH:9]([CH2:10][C:11]([CH3:12])=[O:13])[CH3:14])[cH:4][cH:5][cH:6][cH:7][cH:8]1>>[c:3]1([CH:9]([CH2:10][C:11]([CH2:12][C:19]([C:18]([O:17][CH2:15][CH3:16])=[O:24])=[O:20])=[O:13])[CH3:14])[cH:4][cH:5][cH:6][cH:7][cH:8]1.